Dataset: the Open Reaction Database (ORD), a public repository of structured organic reaction records. Task: describe an organic reaction: reactants, conditions, products, and yield Reactants: O=C([O-])[O-], C=CCBr, CC(C)=O, [K+], [K+], OC1CCNCC1. Product: C=CCN1CCC(O)CC1. RXN SMILES: [C:8](=[O:9])([O-:10])[O-:11].[CH2:14]([CH:15]=[CH2:16])[Br:17].[CH3:18][C:19](=[O:20])[CH3:21].[K+:12].[K+:13].[OH:1][CH:2]1[CH2:3][CH2:4][NH:5][CH2:6][CH2:7]1>>[OH:1][CH:2]1[CH2:3][CH2:4][N:5]([CH2:16][CH:15]=[CH2:14])[CH2:6][CH2:7]1.